From a dataset of the Open Reaction Database (ORD), a public repository of structured organic reaction records. describe an organic reaction: reactants, conditions, products, and yield Starting materials: C1CCC2=NCCCN2CC1, O=C(O)c1ccc(I)cc1[N+](=O)[O-], CI, CN(C)C=O, O. Yields the product COC(=O)c1ccc(I)cc1[N+](=O)[O-]. RXN SMILES: [CH2:14]1[CH2:15][CH2:16][C:17]2=[N:22][CH2:21][CH2:20][CH2:19][N:18]2[CH2:23][CH2:24]1.[I:1][c:2]1[cH:3][c:4]([N+:11](=[O:12])[O-:13])[c:5]([C:6](=[O:7])[OH:8])[cH:9][cH:10]1.[I:25][CH3:26].[O:28]=[CH:29][N:30]([CH3:31])[CH3:32].[OH2:27]>>[I:1][c:2]1[cH:3][c:4]([N+:11](=[O:12])[O-:13])[c:5]([C:6](=[O:7])[O:8][CH3:14])[cH:9][cH:10]1. The reactants are C(C)(C)(C)OC(=O)NC1CN(CC1)S(=O)(=O)C=1C=2C(=CN=CC2C=CC1)Br ((R/S)-3-(tert-Butoxycarbonylamino)-1-(4-bromo-5-isoquinolinesulfonyl)pyrrolidine), Cl.CO (hydrogen chloride methanol). Reported procedure: Intermediate 1 (120 mg) prepared in Step A mentioned above is added with 10% hydrogen chloride/methanol (2 ml, Tokyo Kasei Kogyo), and the mixture is stirred at room temperature for 12 hours. The solvent is concentrated under reduced pressure, and the obtained solid is collected by filtration to obtain the title compound as hydrochloride (84 mg (predictive yield)). Conditions: time 12 hour. The product is NC1CN(CC1)S(=O)(=O)C=1C=2C(=CN=CC2C=CC1)Br (3-Amino-1-(4-bromo-5-isoquinolinesulfonyl)pyrrolidine), Cl (hydrochloride). Reaction SMILES: C(OC([NH:8][CH:9]1[CH2:13][CH2:12][N:11]([S:14]([C:17]2[C:18]3[C:19]([Br:27])=[CH:20][N:21]=[CH:22][C:23]=3[CH:24]=[CH:25][CH:26]=2)(=[O:16])=[O:15])[CH2:10]1)=O)(C)(C)C.[ClH:28].CO>>[NH2:8][CH:9]1[CH2:13][CH2:12][N:11]([S:14]([C:17]2[C:18]3[C:19]([Br:27])=[CH:20][N:21]=[CH:22][C:23]=3[CH:24]=[CH:25][CH:26]=2)(=[O:16])=[O:15])[CH2:10]1.[ClH:28] |f:1.2|. Reaction conditions: time 18 hour. The product is ClC=1SC(=CC1C(=O)N(C)OC)Cl (2,5-Dichloro-N-methoxy-N-methyl-3-thiophenecarboxamide). Reported procedure: To a stirred solution of 2,5-dichloro-3-thiophenecarbonylchloride (1.08 g, 5.0 mmol) and pyridine (2 mL) in CH2Cl2 (10 mL) was added N,O-dimethylhydroxylamine hydrochloride (490 mg, 5.0 mmol) at room temperature, and the mixture was stirred for 18 hours. CH2Cl2 (10 mL) was added to the mixture. The combined organic layers were washed with 1N HCl solution, saturated NaHCO3 solution, brine, dried over MgSO4, and concentrated in vacuo to give light yellow oil (1.09 g, 91% yield). The compound was u... RXN SMILES: [Cl:1][C:2]1[S:3][C:4]([Cl:10])=[CH:5][C:6]=1[C:7](Cl)=[O:8].N1C=CC=CC=1.Cl.[CH3:18][NH:19][O:20][CH3:21]>C(Cl)Cl>[Cl:1][C:2]1[S:3][C:4]([Cl:10])=[CH:5][C:6]=1[C:7]([N:19]([O:20][CH3:21])[CH3:18])=[O:8] |f:2.3|. Reactants: ClC=1SC(=CC1C(=O)Cl)Cl (2,5-dichloro-3-thiophenecarbonylchloride), N1=CC=CC=C1 (pyridine), Cl.CNOC (N,O-dimethylhydroxylamine hydrochloride). The solvent is C(Cl)Cl (CH2Cl2), C(Cl)Cl (CH2Cl2). The yield is 90.8%. Starting materials: CC(C)(C)[Si](C)(C)OCC=CCBr, COc1ccc2c(Nc3c(Cl)cncc3Cl)cc(=O)oc2c1O. Product: COc1ccc2c(Nc3c(Cl)cncc3Cl)cc(=O)oc2c1OCC=CCO[Si](C)(C)C(C)(C)C. As a reaction SMILES: [Br:1][CH2:2][CH:3]=[CH:4][CH2:5][O:6][Si:7]([CH3:8])([CH3:9])[C:10]([CH3:11])([CH3:12])[CH3:13].[Cl:14][c:15]1[cH:16][n:17][cH:18][c:19]([Cl:36])[c:20]1[NH:21][c:22]1[cH:23][c:24](=[O:35])[o:25][c:26]2[c:27]([OH:34])[c:28]([O:32][CH3:33])[cH:29][cH:30][c:31]12>>[CH2:2]([CH:3]=[CH:4][CH2:5][O:6][Si:7]([CH3:8])([CH3:9])[C:10]([CH3:11])([CH3:12])[CH3:13])[O:34][c:27]1[c:26]2[o:25][c:24](=[O:35])[cH:23][c:22]([NH:21][c:20]3[c:15]([Cl:14])[cH:16][n:17][cH:18][c:19]3[Cl:36])[c:31]2[cH:30][cH:29][c:28]1[O:32][CH3:33].